Dataset: the Open Reaction Database (ORD), a public repository of structured organic reaction records. Task: describe an organic reaction: reactants, conditions, products, and yield Starting materials: BrC1=CC=C(C=C1)S(=O)(=O)Cl (4-bromobenzenesulfonyl chloride), Cl.N[C@@H](C(C)C)C(=O)OC (methyl valinate hydrochloride), C([O-])([O-])=O.[Na+].[Na+] (sodium carbonate), O (water). The solvent is CC(=O)C (acetone). Conditions: time 12 hour. The product is BrC1=CC=C(C=C1)S(=O)(=O)N[C@@H](C(C)C)C(=O)OC (methyl N-[(4-bromophenyl)sulfonyl]valinate). The yield is 84.5%. As a reaction SMILES: Cl.[NH2:2][C@H:3]([C:7]([O:9][CH3:10])=[O:8])[CH:4]([CH3:6])[CH3:5].C(=O)([O-])[O-].[Na+].[Na+].O.[Br:18][C:19]1[CH:24]=[CH:23][C:22]([S:25](Cl)(=[O:27])=[O:26])=[CH:21][CH:20]=1>CC(C)=O>[Br:18][C:19]1[CH:24]=[CH:23][C:22]([S:25]([NH:2][C@H:3]([C:7]([O:9][CH3:10])=[O:8])[CH:4]([CH3:6])[CH3:5])(=[O:27])=[O:26])=[CH:21][CH:20]=1 |f:0.1,2.3.4|. Procedure details: To a suspension of methyl valinate hydrochloride (10.0 g, 59.7 mmol) and sodium carbonate (15.8 g, 149 mmol) in acetone (200 ml)-water (100 mL) was added 4-bromobenzenesulfonyl chloride (12.7 g, 49.7 mmol) at 0° C., and the mixture was stirred at room temperature for 12 hr after addition. The reaction mixture was concentrated under reduced pressure, and the residue was diluted with ethyl acetate, washed with 0.1N hydrochloric acid, water and saturated brine, and dried over sodium sulfate. The so... Reactants: NC1=C(C(=C(C#N)C=C1)Cl)F (4-Amino-2-chloro-3-fluorobenzonitrile), [OH-].[Na+] (sodium hydroxide), C(C)O (ethanol), Cl (hydrochloric acid). Solvent: C(C)(=O)OCC (Ethyl acetate). The product is NC1=C(C(=C(C(=O)O)C=C1)Cl)F (4-Amino-2-chloro-3-fluorobenzoic Acid). RXN SMILES: [NH2:1][C:2]1[CH:9]=[CH:8]C(C#N)=[C:4]([Cl:10])[C:3]=1[F:11].[OH-:12].[Na+].[CH2:14]([OH:16])[CH3:15].Cl>C(OCC)(=O)C>[NH2:1][C:2]1[CH:9]=[CH:8][C:15]([C:14]([OH:12])=[O:16])=[C:4]([Cl:10])[C:3]=1[F:11] |f:1.2|. Procedure details: 4-Amino-2-chloro-3-fluorobenzonitrile (500 mg, 2.93 mmol) and sodium hydroxide (4M, 18 mL) were mixed with ethanol (8 mL) and heated to reflux for 18 hours. After this time the mixture was allowed to cool to room temperature and 1M hydrochloric acid was added until pH 1 was achieved. Ethyl acetate was added and the organic layer was separated and washed with water and brine. The organic phase was dried with sodium sulfate, filtered and concentrated under vacuum to give the title compound (500 mg...